Dataset: the Open Reaction Database (ORD), a public repository of structured organic reaction records. Task: describe an organic reaction: reactants, conditions, products, and yield As a reaction SMILES: [Ag+:44].[C:19]([c:20]1[cH:21][cH:22][cH:23][c:24]([C:25]([CH3:26])([CH3:27])[CH3:28])[n:29]1)([CH3:30])([CH3:31])[CH3:32].[Cl:33][CH2:34][Cl:35].[F:36][C:37]([F:38])([F:39])[S:40]([O-:41])(=[O:42])=[O:43].[F:8][c:9]1[c:10]([CH2:16][CH2:17][OH:18])[cH:11][c:12]([F:15])[cH:13][cH:14]1.[I:1][CH2:2][C:3](=[O:4])[O:5][CH2:6][CH3:7]>>[CH2:2]([C:3](=[O:4])[O:5][CH2:6][CH3:7])[O:18][CH2:17][CH2:16][c:10]1[c:9]([F:8])[cH:14][cH:13][c:12]([F:15])[cH:11]1. The product is CCOC(=O)COCCc1cc(F)ccc1F. Starting materials: [Ag+], CC(C)(C)c1cccc(C(C)(C)C)n1, ClCCl, O=S(=O)([O-])C(F)(F)F, OCCc1cc(F)ccc1F, CCOC(=O)CI. Starting materials: O=C(O)Cc1ccc(Br)cc1, C=CCBr, C1CCOC1, C[Si](C)(C)[N-][Si](C)(C)C, [Li+]. Reaction SMILES: [Br:1][c:2]1[cH:3][cH:4][c:5]([CH2:8][C:9](=[O:10])[OH:11])[cH:6][cH:7]1.[CH2:22]([CH:23]=[CH2:24])[Br:25].[CH2:26]1[O:27][CH2:28][CH2:29][CH2:30]1.[CH3:12][Si:13]([N-:14][Si:15]([CH3:16])([CH3:17])[CH3:18])([CH3:19])[CH3:20].[Li+:21]>>[Br:1][c:2]1[cH:3][cH:4][c:5]([CH:8]([C:9](=[O:10])[OH:11])[CH2:24][CH:23]=[CH2:22])[cH:6][cH:7]1. The product is C=CCC(C(=O)O)c1ccc(Br)cc1. Starting materials: CO (MeOH), [N-]=C=O (isocyanate), compound 1a, ClC1=CC=C(C=N1)CN ((6-chloropyridin-3-yl)methanamine), ClC(Cl)(OC(OC(Cl)(Cl)Cl)=O)Cl (triphosgene). Run in CCOC(=O)C (AcOEt), CN(C)C=O (DMF), CCOC(=O)C (AcOEt). Reaction conditions: temperature 80 celsius. The product is ClC1=CC=C(C=N1)CNC(=O)NC1=CC=CC=2NC(NC21)=O (((6-chloropyridin-3-yl)methyl)-3-(2,3-dihydro-2-oxo-1H-benzo[d]imidazol-4-yl)urea). Yield: 21.0%. Reaction SMILES: [Cl:1][C:2]1[N:7]=[CH:6][C:5]([CH2:8][NH2:9])=[CH:4][CH:3]=1.ClC(Cl)(O[C:14](=[O:20])OC(Cl)(Cl)Cl)Cl.[N-:22]=[C:23]=O.[CH3:25][OH:26]>CCOC(C)=O.CN(C=O)C>[Cl:1][C:2]1[N:7]=[CH:6][C:5]([CH2:8][NH:9][C:25]([NH:7][C:2]2[C:23]3[NH:22][C:14](=[O:20])[NH:9][C:8]=3[CH:5]=[CH:4][CH:3]=2)=[O:26])=[CH:4][CH:3]=1. Procedure: Commercially available (6-chloropyridin-3-yl)methanamine (1 g, 7 mmol) was dissolved in 40 ml of AcOEt and at 0° C. triphosgene (1.93 g, 7 mmol) was added to the solution. The mixture was warmed at 80° C. for 4 hours then evaporated and the residue was dissolved in 10 ml of DMF. The solution of the isocyanate was added dropwise to a solution in DMF (10 ml) of compound 1a (1 g, 6.7 mmol) and the mixture was warmed at 80° C. for 8 hours. (TLC AcOEt 9.5/MeOH 0.5). The solvent was evaporated and the... The reactants are Br[C@H](C(=O)N)CC ((S)-2-bromobutyramide), C([O-])([O-])=O.[K+].[K+] (potassium carbonate), Cl.COC(CCCN)=O (methyl-4-aminobutyrate hydrochloride). Run in C(C)#N (acetonitrile). Run at temperature 60 celsius, time 43 hour. Product: COC(CCCN[C@H](CC)C(N)=O)=O (methyl-(R)-4-(1-carbamoylpropylamino)butyrate). Reaction SMILES: Br[C@@H:2]([CH2:6][CH3:7])[C:3]([NH2:5])=[O:4].C(=O)([O-])[O-].[K+].[K+].Cl.[CH3:15][O:16][C:17](=[O:22])[CH2:18][CH2:19][CH2:20][NH2:21]>C(#N)C>[CH3:15][O:16][C:17](=[O:22])[CH2:18][CH2:19][CH2:20][NH:21][C@@H:2]([C:3](=[O:4])[NH2:5])[CH2:6][CH3:7] |f:1.2.3,4.5|. Procedure details: A mixture of (S)-2-bromobutyramide (IIh) (optical purity>98.4%; 0.25 g, 1.5 mmol), potassium carbonate (1.1 g, 8.0 mmol, 5 equiv.) and methyl-4-aminobutyrate hydrochloride (0.46 g, 3.0 mmol, 2 equiv.) is diluted in 5 ml (15 vol.) of acetonitrile and heated at 60° C. for until complete conversion. After 43 hours (GC: >90% conversion), the mixture is cooled to room temperature and filtered. The cake is rinsed with acetonitrile (20 ml) and the combined filtrates are concentrated to dryness under re... Starting materials: COC1=C2C=CC(=CC2=CC=C1)C=CC(=O)O (β-(5-methoxynaphth-2-yl)propenoic acid), S(O)(O)(=O)=O (sulfuric acid), C(C)O (ethanol). Solvent: C(Cl)(Cl)Cl (chloroform). Product: COC1=C2C=CC(=CC2=CC=C1)C=CC(=O)OCC (ethyl β-(5-methoxynaphth-2-yl)propenoate). Reaction SMILES: [CH3:1][O:2][C:3]1[CH:12]=[CH:11][CH:10]=[C:9]2[C:4]=1[CH:5]=[CH:6][C:7]([CH:13]=[CH:14][C:15]([OH:17])=[O:16])=[CH:8]2.S(=O)(=O)(O)O.[CH2:23](O)[CH3:24]>C(Cl)(Cl)Cl>[CH3:1][O:2][C:3]1[CH:12]=[CH:11][CH:10]=[C:9]2[C:4]=1[CH:5]=[CH:6][C:7]([CH:13]=[CH:14][C:15]([O:17][CH2:23][CH3:24])=[O:16])=[CH:8]2. Procedure details: β-(5-methoxynaphth-2-yl)propenoic acid (0.075 moles) is allowed to reflux with 8-10 pieces of Orierite in absolute ethanol (20 ml) containing concentrated sulfuric acid (5 ml) for 21 hours. The cooled reaction mixture is diluted with chloroform and filtered hot. The filtrate is washed 3 times with water, once with 10% sodium bicarbonate and twice more with water. After drying over sodium sulfate, the solvent is removed to give ethyl β-(5-methoxynaphth-2-yl)propenoate. Reactants: COC[C@H]1[C@]([C@H]1C=O)(C1=CC=2C(CCC(C2C=C1)(C)C)(C)C)C ((+)-(1S, 2R, 3R)-3-Methoxymethyl-2-methyl-2-(5,5,8,8-tetramethyl-5,6,7,8-tetrahydro-naphthalen-2-yl)-cyclopropanecarbaldehyde), CC12C(OC(CC1)(C2(C)C)C(=O)OC[C@H]2[C@]([C@@H]2COCC)(C2=CC=1C(CCC(C1C=C2)(C)C)(C)C)C)=O ((1R, 2S, 3R)-3-Ethoxymethyl-2-methyl-2-(5,5,8,8-tetramethyl-5,6,7,8-tetrahydro-naphthalen-2-yl)-cyclopropylmethyl 4,7,7-trimethyl-3-oxo-2-oxa-bicyclo[2.2.1]heptane-1-carboxylate). Yields the product C(C)OC[C@H]1[C@@]([C@@H]1C=O)(C1=CC=2C(CCC(C2C=C1)(C)C)(C)C)C ((−)-(1R, 2S, 3R)-3-Ethoxymethyl-2-methyl-2-(5,5,8,8-tetramethyl-5,6,7,8-tetrahydro-naphthalen-2-yl)-cyclopropanecarbaldehyde). Isolated yield 97.0%. Reaction SMILES: COC[C@@H]1[C@H](C=O)[C@]1(C)C1C=CC2C(C)(C)CCC(C)(C)C=2C=1.CC12C(C)(C)[C:28]([C:34]([O:36][CH2:37][C@@H:38]3[C@@H:40]([CH2:41][O:42]CC)[C@:39]3([CH3:59])[C:45]3[CH:54]=[CH:53][C:52]4[C:51]([CH3:56])([CH3:55])[CH2:50][CH2:49][C:48]([CH3:58])([CH3:57])[C:47]=4[CH:46]=3)=O)(CC1)OC2=O>>[CH2:34]([O:36][CH2:37][C@@H:38]1[C@@H:40]([CH:41]=[O:42])[C@@:39]1([CH3:59])[C:45]1[CH:54]=[CH:53][C:52]2[C:51]([CH3:56])([CH3:55])[CH2:50][CH2:49][C:48]([CH3:58])([CH3:57])[C:47]=2[CH:46]=1)[CH3:28]. Procedure: Following a procedure similar to that for the preparation of Intermediate 12a but using Intermediate 11b as the starting material afforded the title compound (25 mg, 97% yield) as a colorless oil: